Dataset: the Open Reaction Database (ORD), a public repository of structured organic reaction records. Task: describe an organic reaction: reactants, conditions, products, and yield Starting materials: CCN(C(C)C)C(C)C, CCCN(CC1CC1)c1cc(C(=O)O)ncn1, COC(=O)Cl, ClCCl, Nc1ccc(Cn2cncn2)cc1. The product is CCCN(CC1CC1)c1cc(C(=O)Nc2ccc(Cn3cncn3)cc2)ncn1. As a reaction SMILES: [CH:18]([N:19]([CH:20]([CH3:21])[CH3:22])[CH2:23][CH3:24])([CH3:25])[CH3:26].[CH:1]1([CH2:4][N:5]([c:6]2[cH:7][c:8]([C:12](=[O:13])[OH:14])[n:9][cH:10][n:11]2)[CH2:15][CH2:16][CH3:17])[CH2:2][CH2:3]1.[Cl:27][C:28]([O:29][CH3:30])=[O:31].[Cl:45][CH2:46][Cl:47].[n:32]1([CH2:37][c:38]2[cH:39][cH:40][c:41]([NH2:42])[cH:43][cH:44]2)[n:33][cH:34][n:35][cH:36]1>>[CH:1]1([CH2:4][N:5]([c:6]2[cH:7][c:8]([C:12](=[O:14])[NH:42][c:41]3[cH:40][cH:39][c:38]([CH2:37][n:32]4[n:33][cH:34][n:35][cH:36]4)[cH:44][cH:43]3)[n:9][cH:10][n:11]2)[CH2:15][CH2:16][CH3:17])[CH2:2][CH2:3]1. Solvent: C(C)O (ethanol). Product: CSC(C(=O)OCC)C1=C(C=CC(=C1)C=C1C(NC(S1)=O)=O)OC (Ethyl 2-Methylthio-2-[5-[(2,4-dioxothiazolidin-5-ylidene)methyl]-2-methoxyphenyl]acetate). Isolated yield 60.1%. Reaction SMILES: [CH3:1][S:2][CH:3]([C:9]1[CH:14]=[C:13]([CH:15]=O)[CH:12]=[CH:11][C:10]=1[O:17][CH3:18])[C:4]([O:6][CH2:7][CH3:8])=[O:5].[S:19]1[CH2:23][C:22](=[O:24])[NH:21][C:20]1=[O:25].N1CCCCC1.Cl>C(O)C>[CH3:1][S:2][CH:3]([C:9]1[CH:14]=[C:13]([CH:15]=[C:23]2[S:19][C:20](=[O:25])[NH:21][C:22]2=[O:24])[CH:12]=[CH:11][C:10]=1[O:17][CH3:18])[C:4]([O:6][CH2:7][CH3:8])=[O:5]. Starting materials: Cl (hydrochloric acid), CSC(C(=O)OCC)C1=C(C=CC(=C1)C=O)OC (Ethyl 2-methylthio-2-(5-formyl-2-methoxyphenyl)acetate), S1C(NC(C1)=O)=O (thiazolidine-2,4-dione), N1CCCCC1 (piperidine), Ice water. Reported procedure: Ethyl 2-methylthio-2-(5-formyl-2-methoxyphenyl)acetate (7.50 g, 28.0 mmol), thiazolidine-2,4-dione (3.94 g, 33.6 mmol), piperidine (2.80 mL, 28.3 mmol) and ethanol (100 mL) were mixed and refluxed for 14 hours. After allowed to stand for cooling, concentrated hydrochloric acid was added under cooling with ice and stirring to make the reaction mixture acidic. Ice water was added thereto and the mixture was stirred for 30 minutes. The precipitated crystals were collected by filtration, washed with... The reactants are Cl (hydrochloric acid), C(CC[C@@H](C(=O)O)NC(=O)C1=CC=C(NC[C@@H]2CNC=3N=C(N)NC(=O)C3N2)C=C1)(=O)O ((6R)-tetrahydrofolic acid). Product: C(CC[C@@H](C(=O)O)NC(=O)C1=CC=C(NCC2CNC=3N=C(N)NC(=O)C3N2)C=C1)(=O)O (tetrahydrofolic acid), 99.5. RXN SMILES: Cl.[C:2]([OH:33])(=[O:32])[CH2:3][CH2:4][C@H:5]([NH:9][C:10]([C:12]1[CH:31]=[CH:30][C:15]([NH:16][CH2:17][C@H:18]2[NH:29][C:28]3[C:26](=[O:27])[NH:25][C:23]([NH2:24])=[N:22][C:21]=3[NH:20][CH2:19]2)=[CH:14][CH:13]=1)=[O:11])[C:6]([OH:8])=[O:7]>>[C:2]([OH:33])(=[O:32])[CH2:3][CH2:4][C@H:5]([NH:9][C:10]([C:12]1[CH:13]=[CH:14][C:15]([NH:16][CH2:17][CH:18]2[NH:29][C:28]3[C:26](=[O:27])[NH:25][C:23]([NH2:24])=[N:22][C:21]=3[NH:20][CH2:19]2)=[CH:30][CH:31]=1)=[O:11])[C:6]([OH:8])=[O:7]. Procedure details: After subsequently slowly bringing the pH to 4.4 using hydrochloric acid and maintaining this value, 42.0 g of crystalline (6R)-tetrahydrofolic acid with a chemical content of 96.2% and a (6R) percentage of 99.5 are obtained. The reactants are FC(C(=O)O)(F)F (trifluoroacetic acid), C(C)(C)(C)OC(=O)N1CCC(CC1)OC1=C(C(=CC(=C1)OCC)C(C(=O)OCC)NC1=CC=C(C=C1)C#N)F ((RS)-4-{3-[(4-cyano-phenylamino)-ethoxycarbonyl-methyl]-5-ethoxy-2-fluoro-phenoxy}-piperidine-1-carboxylic acid tert-butyl ester), C(=O)([O-])[O-].[Na+].[Na+] (Na2CO3). The solvent is ClCCl (dichloromethane). Yields the product C(C)OC(C(C1=C(C(=CC(=C1)OCC)OC1CCNCC1)F)NC1=CC=C(C=C1)C#N)=O ((RS)-(4-cyano-phenylamino)-[5-ethoxy-2-fluoro-3-(piperidin-4-yloxy)-phenyl]-acetic acid ethyl ester). Isolated yield 82.7%. RXN SMILES: C(OC([N:8]1[CH2:13][CH2:12][CH:11]([O:14][C:15]2[CH:20]=[C:19]([O:21][CH2:22][CH3:23])[CH:18]=[C:17]([CH:24]([NH:30][C:31]3[CH:36]=[CH:35][C:34]([C:37]#[N:38])=[CH:33][CH:32]=3)[C:25]([O:27][CH2:28][CH3:29])=[O:26])[C:16]=2[F:39])[CH2:10][CH2:9]1)=O)(C)(C)C.FC(F)(F)C(O)=O.C([O-])([O-])=O.[Na+].[Na+]>ClCCl>[CH2:28]([O:27][C:25](=[O:26])[CH:24]([NH:30][C:31]1[CH:32]=[CH:33][C:34]([C:37]#[N:38])=[CH:35][CH:36]=1)[C:17]1[CH:18]=[C:19]([O:21][CH2:22][CH3:23])[CH:20]=[C:15]([O:14][CH:11]2[CH2:10][CH2:9][NH:8][CH2:13][CH2:12]2)[C:16]=1[F:39])[CH3:29] |f:2.3.4|. Procedure: A solution of 2.30 g (RS)-4-{3-[(4-cyano-phenylamino)-ethoxycarbonyl-methyl]-5-ethoxy-2-fluoro-phenoxy}-piperidine-1-carboxylic acid tert-butyl ester in 40 ml dichloromethane was cooled to 0° C. and treated dropwise with 3.25 ml trifluoroacetic acid. The reaction mixture was warmed to r.t. within 3 hrs, then again cooled to 0° C. and treated with 20 ml of 10% Na2CO3 solution. The product was extracted with dichloromethane. The organic layer was dried over MgSO4, filtrated and evaporated to give ... The reactants are CC(=O)c1ccc(C(=O)O)cc1, C=CCBr, [H-], [Na+], CN(C)C=O, O. The product is C=CCOC(=O)c1ccc(C(C)=O)cc1. RXN SMILES: [C:3]([CH3:4])(=[O:5])[c:6]1[cH:7][cH:8][c:9]([C:10](=[O:11])[OH:12])[cH:13][cH:14]1.[CH2:15]([CH:16]=[CH2:17])[Br:18].[H-:1].[Na+:2].[O:20]=[CH:21][N:22]([CH3:23])[CH3:24].[OH2:19]>>[C:3]([CH3:4])(=[O:5])[c:6]1[cH:7][cH:8][c:9]([C:10](=[O:11])[O:12][CH2:17][CH:16]=[CH2:15])[cH:13][cH:14]1. Reactants: COC(CN)OC, CCOC(C)=O, CC1CC2(CCN1Cc1ccccc1)C(N)=NC(=O)N2c1cc(F)ccc1-c1ccc(S(C)(=O)=O)cc1. Product: COC(CNC1=NC(=O)N(c2cc(F)ccc2-c2ccc(S(C)(=O)=O)cc2)C12CCN(Cc1ccccc1)C(C)C2)OC. RXN SMILES: [CH3:38][O:39][CH:40]([CH2:41][NH2:42])[O:43][CH3:44].[CH3:45][CH2:46][O:47][C:48]([CH3:49])=[O:50].[NH2:1][C:2]1=[N:3][C:4](=[O:37])[N:5]([c:20]2[c:21](-[c:27]3[cH:28][cH:29][c:30]([S:33](=[O:34])(=[O:35])[CH3:36])[cH:31][cH:32]3)[cH:22][cH:23][c:24]([F:26])[cH:25]2)[C:6]12[CH2:7][CH:8]([CH3:19])[N:9]([CH2:12][c:13]1[cH:14][cH:15][cH:16][cH:17][cH:18]1)[CH2:10][CH2:11]2>>[NH:1]([C:2]1=[N:3][C:4](=[O:37])[N:5]([c:20]2[c:21](-[c:27]3[cH:28][cH:29][c:30]([S:33](=[O:34])(=[O:35])[CH3:36])[cH:31][cH:32]3)[cH:22][cH:23][c:24]([F:26])[cH:25]2)[C:6]12[CH2:7][CH:8]([CH3:19])[N:9]([CH2:12][c:13]1[cH:14][cH:15][cH:16][cH:17][cH:18]1)[CH2:10][CH2:11]2)[CH2:41][CH:40]([O:39][CH3:38])[O:43][CH3:44].